This data is from the Open Reaction Database (ORD), a public repository of structured organic reaction records. The task is: describe an organic reaction: reactants, conditions, products, and yield Reactants: O.NN (hydrazine monohydrate), CN1CCC(CC1)=O (1-Methyl-piperidin-4-one). The solvent is CO (methanol), CO (methanol). Product: CN1CCC(CC1)=NN ((1-methyl-piperidin-4-ylidene)-hydrazine). As a reaction SMILES: [CH3:1][N:2]1[CH2:7][CH2:6][C:5](=O)[CH2:4][CH2:3]1.O.[NH2:10][NH2:11]>CO>[CH3:1][N:2]1[CH2:7][CH2:6][C:5](=[N:10][NH2:11])[CH2:4][CH2:3]1 |f:1.2|. Procedure details: 1-Methyl-piperidin-4-one (22.6 g, 0.2 mol) and methanol (200 mL) were charged to a 500 mL three-necked flask fitted with an addition funnel. The vessel was cooled in an ice bath and kept under a nitrogen atmosphere while a solution of hydrazine monohydrate (5 g, 0.1 mol) in 50 mL of methanol was added drop-wise over a period of one hour. A white precipitate formed after about half of the hydrazine was added. Stirring was continued overnight, and subsequent TLC indicated one product. The methanol...